Dataset: the Open Reaction Database (ORD), a public repository of structured organic reaction records. Task: describe an organic reaction: reactants, conditions, products, and yield Product: C1(CC1)COC=1C(=NC(=NC1)SC)O (5-(cyclopropylmethoxy)-2-methylsulfanylpyrimidin-4-ol). The solvent is C1CCOC1 (THF), C(C)(=O)O (acetic acid), C1CCOC1 (THF), CCO (EtOH). Procedure: To a stirred suspension of NaH (35.20 g, 0.88 mol, 60% in mineral oil) in anhydrous THF (1000 mL) was added ethyl formate (88.80 g, 0.90 mol) and the title compound of step 1 (126.0 g, 0.80 mol) in anhydrous THF (100 mL). The mixture was stirred at r.t. for 0.5 hour and refluxed for 3 h. In a separate flask, S-methylthiopseudourea hemisulfate (133.44 g, 0.96 mol) and sodium ethoxide (65.28 g, 0.96 mol) in EtOH (200 mL) were stirred at r.t. for 1 h, whereupon this mixture was added to the above m... Yield: 17.7%. RXN SMILES: [H-].[Na+].C(OCC)=O.[CH:8]1([CH2:11][O:12][CH2:13][C:14]([O:16]CC)=O)[CH2:10][CH2:9]1.S(O)(O)(=O)=O.[CH3:24][S:25][C:26](=[NH:28])[NH2:27].[CH3:29]SC(=N)N.[O-]CC.[Na+]>C1COCC1.CCO.C(O)(=O)C>[CH:8]1([CH2:11][O:12][C:13]2[C:14]([OH:16])=[N:28][C:26]([S:25][CH3:24])=[N:27][CH:29]=2)[CH2:10][CH2:9]1 |f:0.1,4.5.6,7.8|. Reactants: [H-].[Na+] (NaH), C(=O)OCC (ethyl formate), C1(CC1)COCC(=O)OCC (ethyl 2-(cyclopropylmethoxy)acetate), S(=O)(=O)(O)O.CSC(N)=N.CSC(N)=N (S-methylthiopseudourea hemisulfate), [O-]CC.[Na+] (sodium ethoxide). Run at time 0.5 hour. Reactants: CC1C(OCCC1)=O (3-methyltetrahydro-2H-pyran-2-one), [Li+].CC(C)[N-]C(C)C (LDA), CI (CH3I), CC(=O)C.C(=O)=O (acetone CO2). The solvent is C1CCOC1 (THF). Conditions: temperature -45 celsius, time 30 minute. Yields the product CC1(C(OCCC1)=O)C (3,3-Dimethyltetrahydro-2H-pyran-2-one). As a reaction SMILES: [CH3:1][CH:2]1[CH2:7][CH2:6][CH2:5][O:4][C:3]1=[O:8].[Li+].[CH3:10]C([N-]C(C)C)C.CC(C)=O.C(=O)=O.CI>C1COCC1>[CH3:1][C:2]1([CH3:10])[CH2:7][CH2:6][CH2:5][O:4][C:3]1=[O:8] |f:1.2,3.4|. Reported procedure: The 3-methyltetrahydro-2H-pyran-2-one from Example 4(a) (5.6 g, 49.0 mmol) was slowly added to a cold (-78° C.) THF solution (50 ml) of LDA (54 mmol) so that the internal temperature did not exceed -65° C. After stirring for an additional 30 minutes, the acetone/CO2 bath was replaced with a CH3CN/CO2 bath and CH3I (10.4 g, 73.5 mmol) was added at a rate sufficient to maintain the internal temperature at -45° C. After stirring at -45° C. for an additional hour the reaction was allowed to warm to ... Conditions: time 21 hour. The solvent is CO (methanol), ClCCl (dichloromethane). Reported procedure: Diethylamine (2.58 ml) was added to a solution of 2-(3-chlorobenzoyloxy)-5-methyl-6-(4-pyridinyl)-2H-1,4-thiazin-3(4H)-one (0.9 g) in dry dichloromethane (12 ml) and the mixture was stirred at ambient temperature for 21 hours. The solvent was removed under reduced pressure and the residue was dissolved in ethyl acetate, was washed with saturated sodium bicarbonate aqueous solution and successively with water and was dried over magnesium sulfate. The solvent was removed under reduced pressure and... Yields the product Cl.C(C)N(C1SC(=C(NC1=O)C)C1=CC=NC=C1)CC (2-diethylamino-5-methyl-6-(4-pyridinyl)-2H-1,4-thiazin-3(4H)-one hydrochloride). RXN SMILES: [CH2:1]([NH:3][CH2:4][CH3:5])[CH3:2].[Cl:6]C1C=C(C=CC=1)C(O[CH:13]1[C:18](=[O:19])[NH:17][C:16]([CH3:20])=[C:15]([C:21]2[CH:26]=[CH:25][N:24]=[CH:23][CH:22]=2)[S:14]1)=O.Cl>ClCCl.CO>[ClH:6].[CH2:1]([N:3]([CH2:4][CH3:5])[CH:13]1[C:18](=[O:19])[NH:17][C:16]([CH3:20])=[C:15]([C:21]2[CH:22]=[CH:23][N:24]=[CH:25][CH:26]=2)[S:14]1)[CH3:2] |f:5.6|. Reactants: C(C)NCC (Diethylamine), ClC=1C=C(C(=O)OC2SC(=C(NC2=O)C)C2=CC=NC=C2)C=CC1 (2-(3-chlorobenzoyloxy)-5-methyl-6-(4-pyridinyl)-2H-1,4-thiazin-3(4H)-one), Cl (hydrochloric acid). Isolated yield 78.4%. The reactants are OC1(CCN(CC1)C(=O)OC(C)(C)C)C#CCO (1,1-dimethylethyl 4-hydroxy-4-(3-hydroxypropynyl)-1-piperidinecarboxylate), C(C)(=O)O (acetic acid), O (water). Reagents/catalysts: [Pd] (Palladium on carbon). The solvent is C(C)O (ethanol). The product is OC1(CCN(CC1)C(=O)OC(C)(C)C)CCCO (1,1-Dimethylethyl 4-hydroxy-4-(3-hydroxypropyl)-1-piperidinecarboxylate). Yield: 57.0%. RXN SMILES: [OH:1][C:2]1([C:15]#[C:16][CH2:17][OH:18])[CH2:7][CH2:6][N:5]([C:8]([O:10][C:11]([CH3:14])([CH3:13])[CH3:12])=[O:9])[CH2:4][CH2:3]1.C(O)(=O)C.O>[Pd].C(O)C>[OH:1][C:2]1([CH2:15][CH2:16][CH2:17][OH:18])[CH2:7][CH2:6][N:5]([C:8]([O:10][C:11]([CH3:12])([CH3:13])[CH3:14])=[O:9])[CH2:4][CH2:3]1. Procedure details: Palladium on carbon (5%, 800 mg) was added to a solution of 1,1-dimethylethyl 4-hydroxy-4-(3-hydroxypropynyl)-1-piperidinecarboxylate (from step (ii) above; 8.37 g, 32.8 mmol) in ethanol (400 ml), acetic acid (40 ml) and water (5 ml) and the mixture was shaken under an atmosphere of hydrogen (40 psi) for 20 hours. The mixture was filtered through Hyflo™ and the solvent was evaporated under reduced pressure. The residue was purified by flash column chromatography on silica gel, eluting with isohe... Starting materials: COC(C(CC=C)NC(C1=C(C=CC=C1Cl)Cl)=O)=O (2-(2,6-dichlorobenzamido)pent-4-enoic acid methyl ester), IC1=CC=C(C=C1)N(C1=NC=CC=N1)CCOC (N-(4-iodophenyl)-N-(2-methoxyethyl)pyrimidin-2-amine). Product: COC(C(C\C=C\C1=CC=C(C=C1)N(C1=NC=CC=N1)CCOC)NC(C1=C(C=CC=C1Cl)Cl)=O)=O ((E)-2-(2,6-dichlorobenzamido)-5-[4-((2-methoxyethyl)-pyrimidin-2-ylamino)phenyl]pent-4-enoic acid methyl ester). The yield is 77.0%. Reaction SMILES: [CH3:1][O:2][C:3](=[O:19])[CH:4]([NH:8][C:9](=[O:18])[C:10]1[C:15]([Cl:16])=[CH:14][CH:13]=[CH:12][C:11]=1[Cl:17])[CH2:5][CH:6]=[CH2:7].I[C:21]1[CH:26]=[CH:25][C:24]([N:27]([CH2:34][CH2:35][O:36][CH3:37])[C:28]2[N:33]=[CH:32][CH:31]=[CH:30][N:29]=2)=[CH:23][CH:22]=1>>[CH3:1][O:2][C:3](=[O:19])[CH:4]([NH:8][C:9](=[O:18])[C:10]1[C:11]([Cl:17])=[CH:12][CH:13]=[CH:14][C:15]=1[Cl:16])[CH2:5]/[CH:6]=[CH:7]/[C:21]1[CH:22]=[CH:23][C:24]([N:27]([CH2:34][CH2:35][O:36][CH3:37])[C:28]2[N:33]=[CH:32][CH:31]=[CH:30][N:29]=2)=[CH:25][CH:26]=1. Reported procedure: In the same manner as in Example 1, 2-(2,6-dichlorobenzamido)pent-4-enoic acid methyl ester (89 mg) was reacted with N-(4-iodophenyl)-N-(2-methoxyethyl)pyrimidin-2-amine (116 mg) to obtain (E)-2-(2,6-dichlorobenzamido)-5-[4-((2-methoxyethyl)-pyrimidin-2-ylamino)phenyl]pent-4-enoic acid methyl ester (120 mg). Column chromatography (silica gel, eluent: cyclohexane/chloroform=2/1→cyclohexane/chloroform=1/1→cyclohexane/chloroform=1/2) was used for purification. The reactants are [Cl-], [Cl-], [Mg+2], Nc1nc(N)nc(N)n1, O=P(O)(O)OP(=O)(O)O. Yields the product Nc1nc(N)nc(N)n1, O=P([O-])([O-])[O-]. Reaction SMILES: [Cl-:19].[Cl-:21].[Mg+2:20].[NH2:10][c:11]1[n:12][c:13]([NH2:14])[n:15][c:16]([NH2:17])[n:18]1.[P:1](=[O:2])([OH:3])([OH:4])[O:5][P:6]([OH:7])([OH:8])=[O:9]>>[NH2:10][c:11]1[n:12][c:13]([NH2:14])[n:15][c:16]([NH2:17])[n:18]1.[P:1](=[O:2])([O-:3])([O-:4])[O-:5].